Dataset: the Open Reaction Database (ORD), a public repository of structured organic reaction records. Task: describe an organic reaction: reactants, conditions, products, and yield Reaction SMILES: [Cl:33][CH2:34][Cl:35].[ClH:32].[F:1][c:2]1[cH:3][c:4]2[c:5]([S:27](=[O:28])(=[O:29])[Cl:30])[cH:6][n:7]([NH:11][C:12](=[O:13])[c:14]3[cH:15][n:16][c:17](-[c:20]4[cH:21][c:22]([F:26])[cH:23][cH:24][cH:25]4)[n:18][cH:19]3)[c:8]2[cH:9][cH:10]1.[NH3:31].[OH2:36]>>[F:1][c:2]1[cH:3][c:4]2[c:5]([S:27](=[O:28])(=[O:29])[NH2:31])[cH:6][n:7]([NH:11][C:12](=[O:13])[c:14]3[cH:15][n:16][c:17](-[c:20]4[cH:21][c:22]([F:26])[cH:23][cH:24][cH:25]4)[n:18][cH:19]3)[c:8]2[cH:9][cH:10]1. Starting materials: ClCCl, Cl, O=C(Nn1cc(S(=O)(=O)Cl)c2cc(F)ccc21)c1cnc(-c2cccc(F)c2)nc1, N, O. Product: NS(=O)(=O)c1cn(NC(=O)c2cnc(-c3cccc(F)c3)nc2)c2ccc(F)cc12. Product: O=C1SCCC1[C@@H]1OC([C@H]2C([C@@H]12)(C)C)=O ((1R,4R,5S) 4-[dihydro-2-oxo-3-(2H)-thienyl]-6,6-dimethyl-3-oxabicyclo-(3,1,0)-hexan-2-one). Procedure details: 50 mg of p-toluene sulfonic acid were added to a solution of 6.2 g of the product of Step A in 70 ml of benzene and the mixture was refluxed for 90 minutes while removing the water of reaction by passing the condensed solvent through silica gel to obtain a solution of (1R,4R,5S) 4-[dihydro-2-oxo-3-(2H)-thienyl]-6,6-dimethyl-3-oxabicyclo-(3,1,0)-hexan-2-one which was used as is for the next step. Starting materials: C1(=CC=C(C=C1)S(=O)(=O)O)C (p-toluene sulfonic acid), O=C1SCCC1C([C@@H]1C([C@@H]1C(=O)O)(C)C)O ((1R,3S) 3[(dihydro-2-oxo-3(2H)-thienyl)-hydroxymethyl]-2,2-dimethyl-cyclopropane-1-carboxylic acid). Solvent: C1=CC=CC=C1 (benzene). As a reaction SMILES: C1(C)C=CC(S(O)(=O)=O)=CC=1.[O:12]=[C:13]1[CH:17]([CH:18]([OH:27])[C@H:19]2[C@@H:21]([C:22]([OH:24])=O)[C:20]2([CH3:26])[CH3:25])[CH2:16][CH2:15][S:14]1>C1C=CC=CC=1>[O:12]=[C:13]1[CH:17]([C@H:18]2[C@H:19]3[C@H:21]([C:20]3([CH3:25])[CH3:26])[C:22](=[O:24])[O:27]2)[CH2:16][CH2:15][S:14]1. Reactants: COCOCc1ccc(CCOc2ccc([N+](=O)[O-])cc2)nc1, CO, Cl. Product: O=[N+]([O-])c1ccc(OCCc2ccc(CO)cn2)cc1. RXN SMILES: [CH3:1][O:2][CH2:3][O:4][CH2:5][c:6]1[cH:7][cH:8][c:9]([CH2:12][CH2:13][O:14][c:15]2[cH:16][cH:17][c:18]([N+:21](=[O:22])[O-:23])[cH:19][cH:20]2)[n:10][cH:11]1.[CH3:25][OH:26].[ClH:24]>>[OH:4][CH2:5][c:6]1[cH:7][cH:8][c:9]([CH2:12][CH2:13][O:14][c:15]2[cH:16][cH:17][c:18]([N+:21](=[O:22])[O-:23])[cH:19][cH:20]2)[n:10][cH:11]1. Starting materials: C(CCC)[Li] (Butyllithium), COC(=O)C=1SC(=CC1N(C(=O)C1CCC(CC1)=O)C(C)C)C1=CC=CC=C1 (3-[Isopropyl-(4-oxo-cyclohexanecarbonyl)-amino]-5-phenyl-thiophene-2-carboxylic acid methyl ester). The reagents and catalysts are [Br-].C[P+](C1=CC=CC=C1)(C1=CC=CC=C1)C1=CC=CC=C1 (methyltriphenylphosphonium bromide). Solvent: C1CCOC1 (THF), C1CCOC1 (THF). Conditions: time 1 hour. Yields the product COC(=O)C=1SC(=CC1N(C(=O)C1CCC(CC1)=C)C(C)C)C1=CC=CC=C1 (3-[Isopropyl-(4-methylene-cyclohexanecarbonyl)-amino]-5-phenyl-thiophene-2-carboxylic acid methyl ester). Isolated yield 43.0%. Reaction SMILES: [CH2:1]([Li])CCC.[CH3:6][O:7][C:8]([C:10]1[S:11][C:12]([C:28]2[CH:33]=[CH:32][CH:31]=[CH:30][CH:29]=2)=[CH:13][C:14]=1[N:15]([CH:25]([CH3:27])[CH3:26])[C:16]([CH:18]1[CH2:23][CH2:22][C:21](=O)[CH2:20][CH2:19]1)=[O:17])=[O:9]>[Br-].C[P+](C1C=CC=CC=1)(C1C=CC=CC=1)C1C=CC=CC=1.C1COCC1>[CH3:6][O:7][C:8]([C:10]1[S:11][C:12]([C:28]2[CH:33]=[CH:32][CH:31]=[CH:30][CH:29]=2)=[CH:13][C:14]=1[N:15]([CH:25]([CH3:26])[CH3:27])[C:16]([CH:18]1[CH2:23][CH2:22][C:21](=[CH2:1])[CH2:20][CH2:19]1)=[O:17])=[O:9] |f:2.3|. Procedure: Butyllithium (2.5 M, 0.9 mL, 2.280 mmol) was added to a cold solution (−78° C.) of methyltriphenylphosphonium bromide (939 g, 2.630 mmol) in THF (10 mL). The reaction mixture was stirred at room temperature for 1 h and then 3-[Isopropyl-(4-oxo-cyclohexanecarbonyl)-amino]-5-phenyl-thiophene-2-carboxylic acid methyl ester. (700 mg, 1.754) in THF (5 mL) was added at −78° C. The reaction mixture was allowed to stir at room temperature for 12 h. The reaction was quenched by adding saturated solution ... Starting materials: CN1N=NN=C1S (1-Methyl-5-mercapto-1,2,3,4-tetrazole), C([O-])([O-])=O.[K+].[K+] (potassium carbonate), CC(=O)CCl (α-chloroacetone). Run in CC(=O)C (acetone). Reaction conditions: time 2 hour. Yields the product CN1N=NN=C1SCC(C)=O (1-methyl-5-acetylmethylthio-1,2,3,4-tetrazole). Isolated yield 48.0%. As a reaction SMILES: [CH3:1][N:2]1[C:6]([SH:7])=[N:5][N:4]=[N:3]1.C(=O)([O-])[O-].[K+].[K+].[CH3:14][C:15]([CH2:17]Cl)=[O:16]>CC(C)=O>[CH3:1][N:2]1[C:6]([S:7][CH2:14][C:15](=[O:16])[CH3:17])=[N:5][N:4]=[N:3]1 |f:1.2.3|. Procedure: 1-Methyl-5-mercapto-1,2,3,4-tetrazole (0.01 mol), potassium carbonate (0.015 mol) and α-chloroacetone (0.015 mol) are added to acetone (50 ml) and the mixture is refluxed with stirring for 2 hours. The reaction mixture is concentrated to dryness under reduced pressure and the residue is dissolved in chloroform. Insolubles are filtered off. The filtrate is concentrated under reduced pressure and the residue is purified by silica gel column chromatography [Kieselgel 60, eluant: benzene-ether (10:1... Starting materials: O=C(OOC(=O)c1ccccc1)c1ccccc1, Cc1ccc(N(C(=O)OC(C)(C)C)C(=O)OC(C)(C)C)nc1, ClC(Cl)(Cl)Cl, O=C1CCC(=O)N1Br. Product: CC(C)(C)OC(=O)N(C(=O)OC(C)(C)C)c1ccc(CBr)cn1. As a reaction SMILES: [C:31]([O:32][O:33][C:34](=[O:35])[c:36]1[cH:37][cH:38][cH:39][cH:40][cH:41]1)(=[O:42])[c:43]1[cH:44][cH:45][cH:46][cH:47][cH:48]1.[CH3:1][c:2]1[cH:3][cH:4][c:5]([N:8]([C:9](=[O:10])[O:11][C:12]([CH3:13])([CH3:14])[CH3:15])[C:16](=[O:17])[O:18][C:19]([CH3:20])([CH3:21])[CH3:22])[n:6][cH:7]1.[Cl:49][C:50]([Cl:51])([Cl:52])[Cl:53].[O:23]=[C:24]1[N:25]([Br:30])[C:26](=[O:27])[CH2:28][CH2:29]1>>[CH2:1]([c:2]1[cH:3][cH:4][c:5]([N:8]([C:9](=[O:10])[O:11][C:12]([CH3:13])([CH3:14])[CH3:15])[C:16](=[O:17])[O:18][C:19]([CH3:20])([CH3:21])[CH3:22])[n:6][cH:7]1)[Br:30]. Reactants: [N+](=O)([O-])C1=CC(=C(N)C(=C1)C(F)(F)F)C(F)(F)F (4-nitro-2,6-bis-trifluoromethylaniline), C(C)(=O)OC(C)=O (acetic anhydride). Run in N1=CC=CC=C1 (pyridine). The product is C(C)(=O)NC1=C(C=C(C=C1C(F)(F)F)[N+](=O)[O-])C(F)(F)F (4-acetylamino-3,5-bis-trifluoromethylnitrobenzene). As a reaction SMILES: [N+:1]([C:4]1[CH:10]=[C:9]([C:11]([F:14])([F:13])[F:12])[C:7]([NH2:8])=[C:6]([C:15]([F:18])([F:17])[F:16])[CH:5]=1)([O-:3])=[O:2].[C:19](OC(=O)C)(=[O:21])[CH3:20]>N1C=CC=CC=1>[C:19]([NH:8][C:7]1[C:6]([C:15]([F:16])([F:17])[F:18])=[CH:5][C:4]([N+:1]([O-:3])=[O:2])=[CH:10][C:9]=1[C:11]([F:12])([F:13])[F:14])(=[O:21])[CH3:20]. Procedure: A mixture of 8.2 g. of 4-nitro-2,6-bis-trifluoromethylaniline, 3.6 g. acetic anhydride, and 20 ml. of pyridine is heated for 48 hours on a steam bath. The reaction mixture is poured onto ice water and the solid material is filtered, dried and recrystallized from isopropanol affording 4-acetylamino-3,5-bis-trifluoromethylnitrobenzene.